describe an organic reaction: reactants, conditions, products, and yield From a dataset of the Open Reaction Database (ORD), a public repository of structured organic reaction records. The reactants are CN1CC[C@@]23C=CC(=O)C[C@@H]2OC4=C(C=CC(=C34)C1)OC ((-)-narwedine), CCC([BH-](C(CC)C)C(CC)C)C.[Li+] (L-Selectride), C(C)(CC)[BH-](C(C)CC)C(C)CC.[Li+] (lithium tri-sec-butylborohydride), CO (methanol), SiO2, 6A. The solvent is C1CCOC1 (THF), C(Cl)(Cl)Cl (CHCl3), C1CCOC1 (THF). Conditions: temperature -78 celsius, time 2 hour. The product is CN1CC[C@@]23C=C[C@@H](C[C@@H]2OC4=C(C=CC(=C34)C1)OC)O ((-)-galanthamine). Isolated yield 99.5%. As a reaction SMILES: CCC(C)[BH-](C(C)CC)C(C)CC.[Li+].[CH3:15][N:16]1[CH2:33][C:31]2=[C:32]3[C:27](=[C:28]([O:34][CH3:35])[CH:29]=[CH:30]2)[O:26][C@@H:25]2[C@:19]3([CH:20]=[CH:21][C:22]([CH2:24]2)=[O:23])[CH2:18][CH2:17]1.CO>C1COCC1.C(Cl)(Cl)Cl>[CH3:15][N:16]1[CH2:33][C:31]2=[C:32]3[C:27](=[C:28]([O:34][CH3:35])[CH:29]=[CH:30]2)[O:26][C@@H:25]2[C@:19]3([CH:20]=[CH:21][C@H:22]([OH:23])[CH2:24]2)[CH2:18][CH2:17]1 |f:0.1|. Procedure: 2 mmole (1 N in tetrahydrofuran {THF}) of L-Selectride® (lithium tri-sec-butylborohydride, Aldrich)is charged into 8 ml THF and cooled to -78° C. 1 mmole of (-)-narwedine in 50 ml THF is added dropwise over a period of 30 minutes. After addition, the solution is stirred at -78° C. for 2 hours and then warmed to 0° C. 0.4 ml of methanol is added and the solution is warmed to 25° C. and stirred for 15 minutes. Solvent is then evaporated under vacuum to dryness to obtain a syrup. The syrup is disso... Starting materials: ClCCl, CN(C)C(=O)CC(NC(=O)C1(NC(=O)OC(C)(C)C)CCN(c2ncnc3[nH]ccc23)CC1)c1ccc(Cl)cc1, O=C(O)C(F)(F)F. As a reaction SMILES: [Cl:48][CH2:49][Cl:50].[Cl:8][c:9]1[cH:10][cH:11][c:12]([CH:15]([CH2:16][C:17](=[O:18])[N:19]([CH3:20])[CH3:21])[NH:22][C:23](=[O:24])[C:25]2([NH:40][C:41](=[O:42])[O:43][C:44]([CH3:45])([CH3:46])[CH3:47])[CH2:26][CH2:27][N:28]([c:31]3[c:32]4[c:33]([n:34][cH:35][n:36]3)[nH:37][cH:38][cH:39]4)[CH2:29][CH2:30]2)[cH:13][cH:14]1.[F:1][C:2]([F:3])([F:4])[C:5]([OH:6])=[O:7]>>[Cl:8][c:9]1[cH:10][cH:11][c:12]([CH:15]([CH2:16][C:17](=[O:18])[N:19]([CH3:20])[CH3:21])[NH:22][C:23](=[O:24])[C:25]2([NH2:40])[CH2:26][CH2:27][N:28]([c:31]3[c:32]4[c:33]([n:34][cH:35][n:36]3)[nH:37][cH:38][cH:39]4)[CH2:29][CH2:30]2)[cH:13][cH:14]1. Yields the product CN(C)C(=O)CC(NC(=O)C1(N)CCN(c2ncnc3[nH]ccc23)CC1)c1ccc(Cl)cc1. The reactants are Cl.C1(=CC=CC=C1)N(C(=O)C1=CC2=C(N=C(N2C)CNC2=CC=C(C=C2)C(N)=N)S1)CCC(=O)OCC (1-methyl-2-[N-(4-amidinophenyl)aminomethyl]thieno[2,3-d]imidazol-5-yl-carboxylic acid-N-phenyl-N-(2-ethoxycarbonylethyl)amide hydrochloride), [OH-].[Na+] (sodium hydroxide), C24H24N6O3S. Solvent: CO (methanol). Yields the product Cl.C1(=CC=CC=C1)N(C(=O)C1=CC2=C(N=C(N2C)CNC2=CC=C(C=C2)C(N)=N)S1)CCC(=O)O (1-Methyl-2-[N-(4-amidinophenyl)aminomethyl]thieno[2,3-d]imidazol-5-yl-carboxylic acid-N-phenyl-N-(2-hydroxycarbonylethyl)amide hydrochloride). The yield is 85.0%. As a reaction SMILES: [ClH:1].[C:2]1([N:8]([CH2:31][CH2:32][C:33]([O:35]CC)=[O:34])[C:9]([C:11]2[S:30][C:14]3[N:15]=[C:16]([CH2:19][NH:20][C:21]4[CH:26]=[CH:25][C:24]([C:27](=[NH:29])[NH2:28])=[CH:23][CH:22]=4)[N:17]([CH3:18])[C:13]=3[CH:12]=2)=[O:10])[CH:7]=[CH:6][CH:5]=[CH:4][CH:3]=1.[OH-].[Na+]>CO>[ClH:1].[C:2]1([N:8]([CH2:31][CH2:32][C:33]([OH:35])=[O:34])[C:9]([C:11]2[S:30][C:14]3[N:15]=[C:16]([CH2:19][NH:20][C:21]4[CH:26]=[CH:25][C:24]([C:27](=[NH:28])[NH2:29])=[CH:23][CH:22]=4)[N:17]([CH3:18])[C:13]=3[CH:12]=2)=[O:10])[CH:3]=[CH:4][CH:5]=[CH:6][CH:7]=1 |f:0.1,2.3,5.6|. Reported procedure: Prepared analogously to Example 2 from 1-methyl-2-[N-(4-amidinophenyl)aminomethyl]thieno[2,3-d]imidazol-5-yl-carboxylic acid-N-phenyl-N-(2-ethoxycarbonylethyl)amide hydrochloride and sodium hydroxide solution. Yield: 85% of theory, C24H24N6O3S (476.56); Rf value: 0.36 (Reversed Phase silica gel RP-8; methanol+5% saline solution); EKA mass spectrum: (M+H)+=477; (M+Na)+=499; (M+2Na)++=250. Reactants: ClCCl, OC1CCC2(CC1)OCCO2, CC(C)OC(=O)N=NC(=O)OC(C)C, Oc1ccccc1, c1ccc(P(c2ccccc2)c2ccccc2)cc1. Yields the product c1ccc(OC2CCC3(CC2)OCCO3)cc1. RXN SMILES: [Cl:52][CH2:53][Cl:54].[O:1]1[CH2:2][CH2:3][O:4][C:5]12[CH2:6][CH2:7][CH:8]([OH:11])[CH2:9][CH2:10]2.[O:38]=[C:39]([O:40][CH:41]([CH3:42])[CH3:43])[N:44]=[N:45][C:46]([O:47][CH:48]([CH3:49])[CH3:50])=[O:51].[OH:12][c:13]1[cH:14][cH:15][cH:16][cH:17][cH:18]1.[c:19]1([P:20]([c:21]2[cH:22][cH:23][cH:24][cH:25][cH:26]2)[c:27]2[cH:28][cH:29][cH:30][cH:31][cH:32]2)[cH:33][cH:34][cH:35][cH:36][cH:37]1>>[O:1]1[CH2:2][CH2:3][O:4][C:5]12[CH2:6][CH2:7][CH:8]([O:11][c:13]1[cH:14][cH:15][cH:16][cH:17][cH:18]1)[CH2:9][CH2:10]2.